Dataset: the Open Reaction Database (ORD), a public repository of structured organic reaction records. Task: describe an organic reaction: reactants, conditions, products, and yield The reactants are CCO, Cl, O=C1NC(=O)C(=O)C(=O)N1, O, c1ccc(-n2cccc2)cc1. The product is O=C1NC(=O)C(O)(c2cccn2-c2ccccc2)C(=O)N1. Reaction SMILES: [CH3:24][CH2:25][OH:26].[ClH:23].[NH:13]1[C:14](=[O:15])[NH:16][C:17](=[O:18])[C:19](=[O:20])[C:21]1=[O:22].[OH2:12].[c:1]1(-[n:7]2[cH:8][cH:9][cH:10][cH:11]2)[cH:2][cH:3][cH:4][cH:5][cH:6]1>>[c:1]1(-[n:7]2[c:8]([C:19]3([OH:20])[C:17](=[O:18])[NH:16][C:14](=[O:15])[NH:13][C:21]3=[O:22])[cH:9][cH:10][cH:11]2)[cH:2][cH:3][cH:4][cH:5][cH:6]1. The reactants are C(C)OC(=O)C=1OC(=NN1)CNC(=O)OC(C)(C)C (5-[[[(1,1-dimethylethoxy)carbonyl]amino]methyl]-1,3,4-oxadiazole-2-carboxylic acid ethyl ester), C(C)N (ethylamine). Solvent: CO (methanol), O1CCCC1 (tetrahydrofuran). Run at time 1.5 hour. Yields the product C(C)(C)(C)OC(NCC=1OC(=NN1)C(NCC)=O)=O ((5-Ethylcarbamoyl-[1,3,4]oxadiazol-2-ylmethyl)-carbamic acid tert-butyl ester). As a reaction SMILES: C(O[C:4]([C:6]1[O:7][C:8]([CH2:11][NH:12][C:13]([O:15][C:16]([CH3:19])([CH3:18])[CH3:17])=[O:14])=[N:9][N:10]=1)=[O:5])C.[CH2:20]([NH2:22])[CH3:21]>CO.O1CCCC1>[C:16]([O:15][C:13](=[O:14])[NH:12][CH2:11][C:8]1[O:7][C:6]([C:4](=[O:5])[NH:22][CH2:20][CH3:21])=[N:10][N:9]=1)([CH3:17])([CH3:18])[CH3:19]. Reported procedure: To a solution of 5-[[[(1,1-dimethylethoxy)carbonyl]amino]methyl]-1,3,4-oxadiazole-2-carboxylic acid ethyl ester (prepared as described in JOC (1995), 60(10), 3112-20) (0.150 g) in methanol (5 ml) was added a solution of 2.0M ethylamine in tetrahydrofuran (3 ml). The solution was left standing at 20° C. for 1.5 h. The solvent was removed by evaporation using a stream of nitrogen to give the title compound as a yellow gum (0.139 g). The reactants are O (water), C(C1=CC=CC=C1)(C1=CC=CC=C1)N1CCNCC1 (1-benzhydrylpiperazine), C([O-])([O-])=O.[K+].[K+] (potassium carbonate), ClCC1=CC=C(C=C1)NC(=O)C1=CC2=CC(=CC=C2CC1)C1=CC=C(C=C1)C (N-[4-(chloromethyl)-phenyl]-7-(4-methylphenyl)-3,4-dihydronaphthalene-2-carboxamide). Solvent: CN(C)C=O (DMF). Conditions: time 24 hour. Yields the product C(C1=CC=CC=C1)(C1=CC=CC=C1)N1CCN(CC1)CC1=CC=C(C=C1)NC(=O)C1=CC2=CC(=CC=C2CC1)C1=CC=C(C=C1)C (N-[4-(4-benzhydryl-1-piperazinyl-methyl)phenyl]-7-(4-methylphenyl)-3,4-dihydronaphthalene-2-carboxamide). Yield: 60.0%. RXN SMILES: Cl[CH2:2][C:3]1[CH:8]=[CH:7][C:6]([NH:9][C:10]([C:12]2[CH2:21][CH2:20][C:19]3[C:14](=[CH:15][C:16]([C:22]4[CH:27]=[CH:26][C:25]([CH3:28])=[CH:24][CH:23]=4)=[CH:17][CH:18]=3)[CH:13]=2)=[O:11])=[CH:5][CH:4]=1.[CH:29]([N:42]1[CH2:47][CH2:46][NH:45][CH2:44][CH2:43]1)([C:36]1[CH:41]=[CH:40][CH:39]=[CH:38][CH:37]=1)[C:30]1[CH:35]=[CH:34][CH:33]=[CH:32][CH:31]=1.C(=O)([O-])[O-].[K+].[K+].O>CN(C=O)C>[CH:29]([N:42]1[CH2:47][CH2:46][N:45]([CH2:2][C:3]2[CH:8]=[CH:7][C:6]([NH:9][C:10]([C:12]3[CH2:21][CH2:20][C:19]4[C:14](=[CH:15][C:16]([C:22]5[CH:27]=[CH:26][C:25]([CH3:28])=[CH:24][CH:23]=5)=[CH:17][CH:18]=4)[CH:13]=3)=[O:11])=[CH:5][CH:4]=2)[CH2:44][CH2:43]1)([C:36]1[CH:41]=[CH:40][CH:39]=[CH:38][CH:37]=1)[C:30]1[CH:35]=[CH:34][CH:33]=[CH:32][CH:31]=1 |f:2.3.4|. Procedure: In DMF (3ml) was dissolved N-[4-(chloromethyl)-phenyl]-7-(4-methylphenyl)-3,4-dihydronaphthalene-2-carboxamide (150mg), and to the solution were added 1-benzhydrylpiperazine (127mg) and potassium carbonate (268mg). The mixture was stirred at room temperature for 24 hours, and to the mixture was added water (50ml). The mixture was extracted with ethyl acetate. The organic layer was washed with saturated sodium chloride solution, dried with anhydrous sodium sulfate, and concentrated under reduced ... The reactants are 16A, C1(=CC=CC=C1)SCN1S(=O)(=O)C2=C(C=CC(=C2C1=O)C)C (2-phenylthiomethyl-4,7-dimethylsaccharin), S(=O)(=O)(Cl)Cl (sulfuryl chloride). Product: ClCN1S(=O)(=O)C2=C(C=CC(=C2C1=O)C)C (2-chloromethyl-4,7-dimethylsaccharin). Isolated yield 51.0%. Reaction SMILES: C1(S[CH2:8][N:9]2[C:19](=[O:20])[C:18]3[C:13](=[C:14]([CH3:22])[CH:15]=[CH:16][C:17]=3[CH3:21])[S:10]2(=[O:12])=[O:11])C=CC=CC=1.S(Cl)([Cl:26])(=O)=O>>[Cl:26][CH2:8][N:9]1[C:19](=[O:20])[C:18]2[C:13](=[C:14]([CH3:22])[CH:15]=[CH:16][C:17]=2[CH3:21])[S:10]1(=[O:12])=[O:11]. Procedure details: The 0.07 g sample of material obtained in the early fractions from the chromatographic separation described above in Preparation 16A consisting predominantly of 2-phenylthiomethyl-4,7-dimethylsaccharin was reacted with 0.05 ml of sulfuryl chloride in MDC and the product recrystallized from cyclohexane-ethyl acetate to give 20 mg (51%) of 2-chloromethyl-4,7-dimethylsaccharin, mp 107°-108° C. The reactants are [Br-], Br, C=Cc1ccc(CC)cn1, [K+], O. The product is CCc1ccc(C(O)CBr)nc1. As a reaction SMILES: [Br-:2].[Br:1].[CH2:4]([CH3:5])[c:6]1[cH:7][cH:8][c:9]([CH:12]=[CH2:13])[n:10][cH:11]1.[K+:3].[OH2:14]>>[Br:2][CH2:13][CH:12]([c:9]1[cH:8][cH:7][c:6]([CH2:4][CH3:5])[cH:11][n:10]1)[OH:14]. Reactants: O([Na])C (NaOCH3), COC(C[C@@H]1COC2=C1C=CC(=C2)O[C@@H]2CCC1=C(C=CC(=C21)F)OC=2N=NC(=CC2)Cl)=O ({(S)-6-[(R)-4-(6-chloro-pyridazin-3-yloxy)-7-fluoro-indan-1-yloxy]-2,3-dihydro-benzofuran-3-yl}-acetic acid methyl ester), [OH-].[Na+] (NaOH). The solvent is O1CCCC1 (tetrahydrofuran), CO (methanol). Conditions: time 1 hour. Product: FC=1C=CC(=C2CC[C@H](C12)OC1=CC2=C([C@@H](CO2)CC(=O)O)C=C1)OC=1N=NC(=CC1)OC ({(S)-6-[(R)-7-Fluoro-4-(6-methoxy-pyridazin-3-yloxy)-indan-1-yloxy]-2,3-dihydro-benzofuran-3-yl}-acetic acid). Reaction SMILES: [O:1]([CH3:3])[Na].C[O:5][C:6](=[O:36])[CH2:7][C@H:8]1[C:12]2[CH:13]=[CH:14][C:15]([O:17][C@H:18]3[C:26]4[C:21](=[C:22]([O:28][C:29]5[N:30]=[N:31][C:32](Cl)=[CH:33][CH:34]=5)[CH:23]=[CH:24][C:25]=4[F:27])[CH2:20][CH2:19]3)=[CH:16][C:11]=2[O:10][CH2:9]1.[OH-].[Na+]>O1CCCC1.CO>[F:27][C:25]1[CH:24]=[CH:23][C:22]([O:28][C:29]2[N:30]=[N:31][C:32]([O:1][CH3:3])=[CH:33][CH:34]=2)=[C:21]2[C:26]=1[C@H:18]([O:17][C:15]1[CH:14]=[CH:13][C:12]3[C@H:8]([CH2:7][C:6]([OH:36])=[O:5])[CH2:9][O:10][C:11]=3[CH:16]=1)[CH2:19][CH2:20]2 |f:2.3|. Procedure details: NaOCH3 (0.5 mol/L in methanol; 1.3 mL) is added to a solution of {(S)-6-[(R)-4-(6-chloro-pyridazin-3-yloxy)-7-fluoro-indan-1-yloxy]-2,3-dihydro-benzofuran-3-yl}-acetic acid methyl ester in tetrahydrofuran (3 mL) and methanol (0.1 mL) at room temperature. The solution is stirred at room temperature for 1 h, and then 4 M aqueous NaOH solution (0.21 mL) is added. The solution is stirred for 1 h and is then concentrated. The residue is purified by HPLC (acetonitrile/water/ammonia) to give the title ...